The task is: describe an organic reaction: reactants, conditions, products, and yield. This data is from the Open Reaction Database (ORD), a public repository of structured organic reaction records. Reactants: OCc1ccc(OCc2ccccc2)c(Br)n1, C=CC(=O)OCCCC, CCCC[N+](CCCC)(CCCC)CCCC, CC(=O)[O-], [I-], [K+], CN(C)C=O, O. The product is C=C(C(=O)OCCCC)c1nc(CO)ccc1OCc1ccccc1. Reaction SMILES: [Br:1][c:2]1[n:3][c:4]([CH2:16][OH:17])[cH:5][cH:6][c:7]1[O:8][CH2:9][c:10]1[cH:11][cH:12][cH:13][cH:14][cH:15]1.[C:23]([CH:24]=[CH2:25])(=[O:26])[O:27][CH2:28][CH2:29][CH2:30][CH3:31].[CH2:39]([N+:40]([CH2:41][CH2:42][CH2:43][CH3:44])([CH2:45][CH2:46][CH2:47][CH3:48])[CH2:49][CH2:50][CH2:51][CH3:52])[CH2:53][CH2:54][CH3:55].[CH3:19][C:20](=[O:21])[O-:22].[I-:38].[K+:18].[O:32]=[CH:33][N:34]([CH3:35])[CH3:36].[OH2:37]>>[c:2]1([C:24]([C:23](=[O:26])[O:27][CH2:28][CH2:29][CH2:30][CH3:31])=[CH2:25])[n:3][c:4]([CH2:16][OH:17])[cH:5][cH:6][c:7]1[O:8][CH2:9][c:10]1[cH:11][cH:12][cH:13][cH:14][cH:15]1. Starting materials: CC(C)(C)OC(=O)c1ccc(N)cc1, CCOC(=O)N=C=S, CC(C)OC(C)C. Yields the product CCOC(=O)NC(=S)Nc1ccc(C(=O)OC(C)(C)C)cc1. RXN SMILES: [C:1]([CH3:2])([CH3:3])([CH3:4])[O:5][C:6]([c:7]1[cH:8][cH:9][c:10]([NH2:13])[cH:11][cH:12]1)=[O:14].[CH2:15]([CH3:16])[O:17][C:18](=[O:19])[N:20]=[C:21]=[S:22].[CH:23]([O:24][CH:25]([CH3:26])[CH3:27])([CH3:28])[CH3:29]>>[C:1]([CH3:2])([CH3:3])([CH3:4])[O:5][C:6]([c:7]1[cH:8][cH:9][c:10]([NH:13][C:21]([NH:20][C:18]([O:17][CH2:15][CH3:16])=[O:19])=[S:22])[cH:11][cH:12]1)=[O:14]. Reactants: intermediate 13, [BH4-].[Na+] (NaBH4), O=C1CCC2=CC(=CC=C12)OC1=NC=C(C(=O)N)C=C1 (6-(1-Oxo-indan-5-yloxy)-nicotinamide), O=C1CCC2=CC(=CC=C12)OC1=NC=C(C(=O)N)C=C1 (6-(1-Oxo-indan-5-yloxy)-nicotinamide). The product is OC1CCC2=CC(=CC=C12)OC1=NC=C(C(=O)N)C=C1 (6-(1-Hydroxy-indan-5-yloxy)-nicotinamide). Isolated yield 68.8%. Reaction SMILES: [O:1]=[C:2]1[C:10]2[C:5](=[CH:6][C:7]([O:11][C:12]3[CH:20]=[CH:19][C:15]([C:16]([NH2:18])=[O:17])=[CH:14][N:13]=3)=[CH:8][CH:9]=2)[CH2:4][CH2:3]1.[BH4-].[Na+]>>[OH:1][CH:2]1[C:10]2[C:5](=[CH:6][C:7]([O:11][C:12]3[CH:20]=[CH:19][C:15]([C:16]([NH2:18])=[O:17])=[CH:14][N:13]=3)=[CH:8][CH:9]=2)[CH2:4][CH2:3]1 |f:1.2|. Procedure details: Using a method similar to intermediate 13, using 6-(1-Oxo-indan-5-yloxy)-nicotinamide (Intermediate 4, 500 mg, 1.86 mmol) and NaBH4 (105 mg, 2.79 mmol) gives 6-(1-Hydroxy-indan-5-yloxy)-nicotinamide (346 mg) as a white solid. Mass spectrum (ion spray): m/z=271 (M+1); 1HNMR (DMSO-d6): 8.58 (s, 1H), 8.22 (d, 1H), 8.00 (s, 1H), 7.45 (s, 1H), 7.34 (d, 1H), 7.03 (d, 1H), 6.97 (s, 1H), 6.93 (d, 1H), 5.03 (t, 1H), 2.93-2.86 (m, 1H), 2.73-2.66 (m, 1H), 2.38-2.30 (m, 1H), 1.84-1.72 (m, 1H), 1.33 (s, 1H).... Reactants: C(C)(C)(C)OC(=O)N(CC(=O)N(CCC[P+](C1=CC=CC=C1)(C1=CC=CC=C1)C1=CC=CC=C1)C)C.[Br-] (N2-(tert-butoxycarbonyl)-N,N2-dimethyl-N-[3-(triphenylphosphonio)propyl]glycinamide bromide), FC(C(=O)O)(F)F (trifluoroacetic acid). Reaction conditions: time 30 minute. Product: FC(C(=O)[O-])(F)F.CN(C(CNC)=O)CCC[P+](C1=CC=CC=C1)(C1=CC=CC=C1)C1=CC=CC=C1 (N,N2-dimethyl-N-[3-(triphenylphosphonio)propyl]-glycinamide trifluoroacetate). As a reaction SMILES: C(O[C:6]([N:8](C)[CH2:9][C:10]([N:12]([CH3:35])[CH2:13][CH2:14][CH2:15][P+:16]([C:29]1[CH:34]=[CH:33][CH:32]=[CH:31][CH:30]=1)([C:23]1[CH:28]=[CH:27][CH:26]=[CH:25][CH:24]=1)[C:17]1[CH:22]=[CH:21][CH:20]=[CH:19][CH:18]=1)=[O:11])=O)(C)(C)C.[Br-].[F:38][C:39]([F:44])([F:43])[C:40]([OH:42])=[O:41]>>[F:38][C:39]([F:44])([F:43])[C:40]([O-:42])=[O:41].[CH3:35][N:12]([CH2:13][CH2:14][CH2:15][P+:16]([C:29]1[CH:34]=[CH:33][CH:32]=[CH:31][CH:30]=1)([C:23]1[CH:24]=[CH:25][CH:26]=[CH:27][CH:28]=1)[C:17]1[CH:18]=[CH:19][CH:20]=[CH:21][CH:22]=1)[C:10](=[O:11])[CH2:9][NH:8][CH3:6] |f:0.1,3.4|. Procedure details: N2-(tert-butoxycarbonyl)-N,N2-dimethyl-N-[3-(triphenylphosphonio)propyl]glycinamide bromide (280 mg, 0.48 mmol) was dissolved in trifluoroacetic acid (1.9 mL, 25 mol) at room temperature. After 30 minutes, the volatiles were removed under high vacuum and the crude product taken up in methylene chloride and washed with aqueous NaHCO3. The organic layer was then washed with water and concentrated to give the title compound in quantitative yield. Reactants: ClC1=C2C=CN3C(C2=CC=C1)=NC(=C3CN(C)C)C (7-chloro-3-dimethylaminomethyl-2-methylimidazo[2,1-a]isoquinoline), S(=O)(=O)(OC)OC (dimethyl sulfate). Solvent: O1CCCC1 (tetrahydrofuran), O1CCCC1 (tetrahydrofuran). Yields the product COS(=O)(=O)[O-].ClC1=C2C=CN3C(C2=CC=C1)=NC(=C3C[N+](C)(C)C)C (7-chloro-2-methyl-3-trimethylammoniomethylimidazo[2,1-a]isoquinoline methylsulfate). As a reaction SMILES: [Cl:1][C:2]1[CH:11]=[CH:10][CH:9]=[C:8]2[C:3]=1[CH:4]=[CH:5][N:6]1[C:14]([CH2:15][N:16]([CH3:18])[CH3:17])=[C:13]([CH3:19])[N:12]=[C:7]12.[S:20]([O:25]C)([O:23][CH3:24])(=[O:22])=[O:21]>O1CCCC1>[CH3:24][O:23][S:20]([O-:25])(=[O:22])=[O:21].[Cl:1][C:2]1[CH:11]=[CH:10][CH:9]=[C:8]2[C:3]=1[CH:4]=[CH:5][N:6]1[C:14]([CH2:15][N+:16]([CH3:24])([CH3:18])[CH3:17])=[C:13]([CH3:19])[N:12]=[C:7]12 |f:3.4|. Procedure details: A solution of 7-chloro-3-dimethylaminomethyl-2-methylimidazo[2,1-a]isoquinoline (3.4 g) in tetrahydrofuran (30 ml) was added dropwise to a solution of dimethyl sulfate (3.5 ml) in tetrahydrofuran (20 ml) with ice-cooling and stirring. After being stirred for 2 hours under the same conditions, the resulting precipitates were collected by filtration and washed with tetrahydrofuran and then ethanol to give 7-chloro-2-methyl-3-trimethylammoniomethylimidazo[2,1-a]isoquinoline methylsulfate (4.4 g). Reactants: O (water), N (ammonia), C(C)(C)O (isopropanol), ClC1=CC(=NC=N1)N1C=CC2=CC=C(C=C12)C1=CC(=CC=C1)[N+](=O)[O-] (1-(6-Chloropyrimidin-4-yl)-6-(3-nitrophenyl)-1H-indole). The solvent is CS(=O)C (DMSO). Run at temperature 100 celsius, time 15 hour. Product: [N+](=O)([O-])C=1C=C(C=CC1)C1=CC=C2C=CN(C2=C1)C1=CC(=NC=N1)N (6-(6-(3-Nitrophenyl)-1H-indol-1-yl)pyrimidin-4-amine). Reaction SMILES: Cl[C:2]1[N:7]=[CH:6][N:5]=[C:4]([N:8]2[C:16]3[C:11](=[CH:12][CH:13]=[C:14]([C:17]4[CH:22]=[CH:21][CH:20]=[C:19]([N+:23]([O-:25])=[O:24])[CH:18]=4)[CH:15]=3)[CH:10]=[CH:9]2)[CH:3]=1.[NH3:26].C(O)(C)C.O>CS(C)=O>[N+:23]([C:19]1[CH:18]=[C:17]([C:14]2[CH:15]=[C:16]3[C:11]([CH:10]=[CH:9][N:8]3[C:4]3[N:5]=[CH:6][N:7]=[C:2]([NH2:26])[CH:3]=3)=[CH:12][CH:13]=2)[CH:22]=[CH:21][CH:20]=1)([O-:25])=[O:24]. Procedure details: 1-(6-Chloropyrimidin-4-yl)-6-(3-nitrophenyl)-1H-indole (1 g, 2.86 mmol) was dissolved in DMSO (15 mL) in a sealed reactor. After adding 2.0 M ammonia solution in isopropanol (15 mL, 30 mmol), the reaction mixture was stirred at 100° C. for 15 hours. After cooling to room temperature and adding water (70 mL), the reaction mixture was stirred at room temperature for 1 hour. Thus prepared solid was filtered, washed with water, and dried in the air. 6-(6-(3-Nitrophenyl)-1H-indol-1-yl)pyrimidin-4-ami...